From a dataset of the Open Reaction Database (ORD), a public repository of structured organic reaction records. describe an organic reaction: reactants, conditions, products, and yield Starting materials: [BH4-], CCCCCCCCCCCCCCCCOCC(CSCCCCCCCCCCCCCCCC)C(=O)O, [Li+], C1CCOC1, O. Product: CCCCCCCCCCCCCCCCOCC(CO)CSCCCCCCCCCCCCCCCC. RXN SMILES: [BH4-:1].[CH2:3]([CH2:4][CH2:5][CH2:6][CH2:7][CH2:8][CH2:9][CH2:10][CH2:11][CH2:12][CH2:13][CH2:14][CH2:15][CH2:16][CH2:17][CH3:18])[O:19][CH2:20][CH:21]([C:22](=[O:23])[OH:24])[CH2:25][S:26][CH2:27][CH2:28][CH2:29][CH2:30][CH2:31][CH2:32][CH2:33][CH2:34][CH2:35][CH2:36][CH2:37][CH2:38][CH2:39][CH2:40][CH2:41][CH3:42].[Li+:2].[O:44]1[CH2:45][CH2:46][CH2:47][CH2:48]1.[OH2:43]>>[CH2:3]([CH2:4][CH2:5][CH2:6][CH2:7][CH2:8][CH2:9][CH2:10][CH2:11][CH2:12][CH2:13][CH2:14][CH2:15][CH2:16][CH2:17][CH3:18])[O:19][CH2:20][CH:21]([CH2:22][OH:23])[CH2:25][S:26][CH2:27][CH2:28][CH2:29][CH2:30][CH2:31][CH2:32][CH2:33][CH2:34][CH2:35][CH2:36][CH2:37][CH2:38][CH2:39][CH2:40][CH2:41][CH3:42]. Starting materials: ClC1=C(OC=2C=NN(C(C2)=O)C(C(=O)O)CC2CCCCC2)C=CC(=C1)OC(F)(F)F (2-[4-(2-chloro-4-trifluoromethoxy-phenoxy)-6-oxo-6H-pyridazin-1-yl]-3-cyclohexyl-propionic acid), NC1=NN(C=C1)CC(C)(O)C (1-(3-amino-pyrazol-1-yl)-2-methyl-propan-2-ol), ClC1=C(OC=2C=NN(C(C2)=O)C(C(=O)O)CC2CCCCC2)C=CC(=C1)OC(F)(F)F (2-[4-(2-chloro-4-trifluoromethoxy-phenoxy)-6-oxo-6H-pyridazin-1-yl]-3-cyclohexyl-propionic acid), NC1=NN(C=C1)CC(C)(O)C (1-(3-amino-pyrazol-1-yl)-2-methyl-propan-2-ol). The yield is 52.0%. Reported procedure: Using the method described in Example 49, 2-[4-(2-chloro-4-trifluoromethoxy-phenoxy)-6-oxo-6H-pyridazin-1-yl]-3-cyclohexyl-propionic acid (Intermediate 91) and 1-(3-amino-pyrazol-1-yl)-2-methyl-propan-2-ol (Intermediate 1) afforded 2-[4-(2-chloro-4-trifluoromethoxy-phenoxy)-6-oxo-6H-pyridazin-1-yl]-3-cyclohexyl-N-[1-(2-hydroxy-2-methyl-propyl)-1H-pyrazol-3-yl]-propionamide as a white solid (130 mg, 52%); ES+-HRMS m/e calcd for C27H31N5O5F3Cl [M+H+] 598.2039 found 598.2038. 1H NMR (300 MHz, DMSO-... Reaction SMILES: [Cl:1][C:2]1[CH:26]=[C:25]([O:27][C:28]([F:31])([F:30])[F:29])[CH:24]=[CH:23][C:3]=1[O:4][C:5]1[CH:6]=[N:7][N:8]([CH:12]([CH2:16][CH:17]2[CH2:22][CH2:21][CH2:20][CH2:19][CH2:18]2)[C:13](O)=[O:14])[C:9](=[O:11])[CH:10]=1.[NH2:32][C:33]1[CH:37]=[CH:36][N:35]([CH2:38][C:39]([CH3:42])([OH:41])[CH3:40])[N:34]=1>>[Cl:1][C:2]1[CH:26]=[C:25]([O:27][C:28]([F:29])([F:31])[F:30])[CH:24]=[CH:23][C:3]=1[O:4][C:5]1[CH:6]=[N:7][N:8]([CH:12]([CH2:16][CH:17]2[CH2:18][CH2:19][CH2:20][CH2:21][CH2:22]2)[C:13]([NH:32][C:33]2[CH:37]=[CH:36][N:35]([CH2:38][C:39]([OH:41])([CH3:40])[CH3:42])[N:34]=2)=[O:14])[C:9](=[O:11])[CH:10]=1. The product is ClC1=C(OC=2C=NN(C(C2)=O)C(C(=O)NC2=NN(C=C2)CC(C)(C)O)CC2CCCCC2)C=CC(=C1)OC(F)(F)F (2-[4-(2-chloro-4-trifluoromethoxy-phenoxy)-6-oxo-6H-pyridazin-1-yl]-3-cyclohexyl-N-[1-(2-hydroxy-2-methyl-propyl)-1H-pyrazol-3-yl]-propionamide). The reactants are Cl.COC1=CC=C(C=2CC(OC21)(C)C)C=2C(C(N(N2)C2CCNCC2)=O)(C)C (5-(7-methoxy-2,2-dimethyl-2,3-dihydro-1-benzofuran-4-yl)-4,4-dimethyl-2-(piperidin-4-yl)-2,4-dihydro-3H-pyrazol-3-one hydrochloride), Cl.COC1=CC=C(C=2CC(OC21)(C)C)C=2C(C(N(N2)C2CCNCC2)=O)(C)C (5-(7-methoxy-2,2-dimethyl-2,3-dihydro-1-benzofuran-4-yl)-4,4-dimethyl-2-(piperidin-4-yl)-2,4-dihydro-3H-pyrazol-3-one hydrochloride), COC1=C(C(=O)O)C=CC(=C1)OC (2,4-dimethoxybenzoic acid). Yields the product COC1=C(C=CC(=C1)OC)C(=O)N1CCC(CC1)N1N=C(C(C1=O)(C)C)C1=CC=C(C2=C1CC(O2)(C)C)OC (2-{1-[(2,4-Dimethoxyphenyl)carbonyl]piperidin-4-yl}-5-(7-methoxy-2,2-dimethyl-2,3-dihydro-1-benzofuran-4-yl)-4,4-dimethyl-2,4-dihydro-3H-pyrazol-3-one). As a reaction SMILES: Cl.[CH3:2][O:3][C:4]1[C:12]2[O:11][C:10]([CH3:14])([CH3:13])[CH2:9][C:8]=2[C:7]([C:15]2[C:16]([CH3:28])([CH3:27])[C:17](=[O:26])[N:18]([CH:20]3[CH2:25][CH2:24][NH:23][CH2:22][CH2:21]3)[N:19]=2)=[CH:6][CH:5]=1.[CH3:29][O:30][C:31]1[CH:39]=[C:38]([O:40][CH3:41])[CH:37]=[CH:36][C:32]=1[C:33](O)=[O:34]>>[CH3:29][O:30][C:31]1[CH:39]=[C:38]([O:40][CH3:41])[CH:37]=[CH:36][C:32]=1[C:33]([N:23]1[CH2:24][CH2:25][CH:20]([N:18]2[C:17](=[O:26])[C:16]([CH3:28])([CH3:27])[C:15]([C:7]3[C:8]4[CH2:9][C:10]([CH3:14])([CH3:13])[O:11][C:12]=4[C:4]([O:3][CH3:2])=[CH:5][CH:6]=3)=[N:19]2)[CH2:21][CH2:22]1)=[O:34] |f:0.1|. Reported procedure: The title compound is prepared analogously as described for GP2-WU2 using 5-(7-methoxy-2,2-dimethyl-2,3-dihydro-1-benzofuran-4-yl)-4,4-dimethyl-2-piperidin-4-yl-2,4-dihydro-3H-pyrazol-3-one (compound B5) and 2,4-dimethoxybenzoic acid as starting compounds. The crude product is purified by chromatography (amino phase silica gel and DCM) and by crystallization from DCM and diethyl ether to yield the title compound. Reactants: C1(=C(C=CC=C1)P(C1=C(C=CC=C1)C)C1=C(C=CC=C1)C)C (tri-o-tolylphosphine), CC1(C=2C=CC=CC2N2C3=C(C=C(C=C13)B(O)O)C=1C=CC=CC12)C (8,8-dimethyl-8H-indolo[3,2,1-de]acridine-6-boronic acid), ClC1=NC(=NC(=N1)C1=CC=CC=C1)C1=CC=CC=C1 (2-chloro-4,6-diphenyl-1,3,5-triazine), P(=O)([O-])([O-])[O-].[K+].[K+].[K+] (tripotassium phosphate). The reagents and catalysts are C(C)(=O)[O-].[Pd+2].C(C)(=O)[O-] (palladium (II) acetate). Run in C1(=CC=CC=C1)C (toluene), O (water), O1CCOCC1 (dioxane). Product: C1(=CC=CC=C1)C1=NC(=NC(=N1)C1=CC=CC=C1)C=1C=C2C(C=3C=CC=CC3N3C2=C(C1)C=1C=CC=CC13)(C)C (6-(4,6-Diphenyl-1,3,5-triazin-2-yl)-8,8-dimethyl-8H-indolo[3,2,1-de]acridine). RXN SMILES: [CH3:1][C:2]1([CH3:25])[C:15]2[C:10]3=[C:11]([C:19]4[CH:20]=[CH:21][CH:22]=[CH:23][C:24]=4[N:9]3[C:8]3[CH:7]=[CH:6][CH:5]=[CH:4][C:3]1=3)[CH:12]=[C:13](B(O)O)[CH:14]=2.Cl[C:27]1[N:32]=[C:31]([C:33]2[CH:38]=[CH:37][CH:36]=[CH:35][CH:34]=2)[N:30]=[C:29]([C:39]2[CH:44]=[CH:43][CH:42]=[CH:41][CH:40]=2)[N:28]=1.P([O-])([O-])([O-])=O.[K+].[K+].[K+].C1(C)C=CC=CC=1P(C1C=CC=CC=1C)C1C=CC=CC=1C>C1(C)C=CC=CC=1.C([O-])(=O)C.[Pd+2].C([O-])(=O)C.O.O1CCOCC1>[C:39]1([C:29]2[N:30]=[C:31]([C:33]3[CH:34]=[CH:35][CH:36]=[CH:37][CH:38]=3)[N:32]=[C:27]([C:5]3[CH:4]=[C:3]4[C:8]5=[C:7]([C:23]6[CH:22]=[CH:21][CH:20]=[CH:19][C:24]=6[N:9]5[C:10]5[CH:11]=[CH:12][CH:13]=[CH:14][C:15]=5[C:2]4([CH3:25])[CH3:1])[CH:6]=3)[N:28]=2)[CH:44]=[CH:43][CH:42]=[CH:41][CH:40]=1 |f:2.3.4.5,8.9.10|. Procedure: 36 g (110.0 mmol) of 8,8-dimethyl-8H-indolo[3,2,1-de]acridine-6-boronic acid, 29.5 g (110.0 mmol) of 2-chloro-4,6-diphenyl-1,3,5-triazine and 44.6 g (210.0 mmol) of tripotassium phosphate are suspended in 500 ml of toluene, 500 ml of dioxane and 500 ml of water. 913 mg (3.0 mmol) of tri-o-tolylphosphine and then 112 mg (0.5 mmol) of palladium (II) acetate are added to this suspension, and the reaction mixture is heated under reflux for 16 h. After cooling, the organic phase is separated off, fil... Reactants: II (iodine), N1CCOCC1 (morpholine), resultant mixture, C1(=CC=CC=C1)\C=C(\CO)/C#CCCCCC#C ((E)-2-(Phenylmethylidene)deca-3,9-diyn-1-ol). Solvent: C1(=CC=CC=C1)C (toluene), C1(=CC=CC=C1)C (toluene). Reaction conditions: temperature 60 celsius. Product: IC#CCCCCC#C\C(\CO)=C/C1=CC=CC=C1 ((E)-10-Iodo-2-(phenylmethylidene)deca-3,9-diyn-1-ol). Yield: 89.2%. As a reaction SMILES: [I:1]I.N1CCOCC1.[C:9]1(/[CH:15]=[C:16](\[C:19]#[C:20][CH2:21][CH2:22][CH2:23][CH2:24][C:25]#[CH:26])/[CH2:17][OH:18])[CH:14]=[CH:13][CH:12]=[CH:11][CH:10]=1>C1(C)C=CC=CC=1>[I:1][C:26]#[C:25][CH2:24][CH2:23][CH2:22][CH2:21][C:20]#[C:19]/[C:16](=[CH:15]\[C:9]1[CH:14]=[CH:13][CH:12]=[CH:11][CH:10]=1)/[CH2:17][OH:18]. Reported procedure: To a solution of iodine (1.479 g, 5.83 mmol) in toluene (80 mL) was added morpholine (1.354 g, 15.54 mmol) followed by heating at 60° C. for 30 minutes. To the resultant mixture was added a solution of Compound 3 (462.3 mg, 1.94 mmol) in toluene (10 mL) and the mixture was heated at the same temperature for 6 hours. The reaction mixture was then allowed to cool down to room temperature and purified, without aqueous work up, by flash column chromatography (silica gel, 100 percent hexane and then ... Starting materials: CC1=CC=C(C=C1)S (4-methylthiophenol), NC1=CC=CC=C1 (aniline), N(=O)[O-].[Na+] (sodium nitrite). The solvent is [OH-].[Na+] (NaOH), Cl (HCl), Cl (HCl), O (water). Conditions: time 8 hour. Yields the product C1(=CC=CC=C1)N=NC1=C(C=CC(=C1)C)S (2-phenylazo-4-methylthio-phenol). Isolated yield 61.4%. As a reaction SMILES: [NH2:1][C:2]1[CH:7]=[CH:6][CH:5]=[CH:4][CH:3]=1.[N:8]([O-])=O.[Na+].[CH3:12][C:13]1[CH:18]=[CH:17][C:16]([SH:19])=[CH:15][CH:14]=1>Cl.O.[OH-].[Na+]>[C:2]1([N:1]=[N:8][C:15]2[CH:14]=[C:13]([CH3:12])[CH:18]=[CH:17][C:16]=2[SH:19])[CH:7]=[CH:6][CH:5]=[CH:4][CH:3]=1 |f:1.2,6.7|. Procedure details: 5 g (53.7 mmoles) of aniline is dissolved in conc. HCl (13 ml)/water (90 ml) and diazotized with 3.89 g (56.4 mmoles) of sodium nitrite (dissolved in water (8 ml)), at 0-5° C. The resulting solution is slowly added to a solution of 7.52 g (53.7 mmoles) of 4-methylthiophenol in 2N NaOH (54 ml). After stirring overnight the mixture is neutralised with 2N HCl, the precipitate is filtered off, dried, and dissolved in toluene (800 ml). The solution is dried over anhydrous sodium sulfate, filtered thr... Procedure details: A mixture of 1-benzoyl-6-phenyl-4,5,6,7-tetrahydroindol-4-one (0.68 g), aminoguanidine hydrochloride (0.26 g), concentrated hydrochloric acid (0.11 ml), water (0.11 ml) and ethanol (50 ml) was refluxed for 30 minutes. Under reduced pressure, the solvent was evaporated, and the residue was washed with water to give crystals, which were recrystallized from ethanol to give 1-benzoyl-4-guanidinoimino-6-phenyl-4,5,6,7-tetrahydroindole hydrochloride (Compound 11) (0.83 g) as colorless crystals. Yield: 94.4%. Starting materials: C(C1=CC=CC=C1)(=O)N1C=CC=2C(CC(CC12)C1=CC=CC=C1)=O (1-benzoyl-6-phenyl-4,5,6,7-tetrahydroindol-4-one), C(=N)(N)NN.Cl (aminoguanidine hydrochloride), Cl (hydrochloric acid), O (water). The solvent is C(C)O (ethanol). As a reaction SMILES: [C:1]([N:9]1[C:17]2[CH2:16][CH:15]([C:18]3[CH:23]=[CH:22][CH:21]=[CH:20][CH:19]=3)[CH2:14][C:13](=O)[C:12]=2[CH:11]=[CH:10]1)(=[O:8])[C:2]1[CH:7]=[CH:6][CH:5]=[CH:4][CH:3]=1.[C:25]([NH:28][NH2:29])([NH2:27])=[NH:26].[ClH:30].Cl.O>C(O)C>[ClH:30].[C:1]([N:9]1[C:17]2[CH2:16][CH:15]([C:18]3[CH:23]=[CH:22][CH:21]=[CH:20][CH:19]=3)[CH2:14][C:13](=[N:29][NH:28][C:25]([NH2:27])=[NH:26])[C:12]=2[CH:11]=[CH:10]1)(=[O:8])[C:2]1[CH:7]=[CH:6][CH:5]=[CH:4][CH:3]=1 |f:1.2,6.7|. Product: Cl.C(C1=CC=CC=C1)(=O)N1C=CC=2C(CC(CC12)C1=CC=CC=C1)=NNC(=N)N (1-benzoyl-4-guanidinoimino-6-phenyl-4,5,6,7-tetrahydroindole hydrochloride).